This data is from the Open Reaction Database (ORD), a public repository of structured organic reaction records. The task is: describe an organic reaction: reactants, conditions, products, and yield Reactants: C1CCOC1, COC(=O)c1nc(Br)c(C(F)(F)F)cc1-n1c(C)ccc1C, Cl, [Na+], [OH-], O. Product: Cc1ccc(C)n1-c1cc(C(F)(F)F)c(Br)nc1C(=O)O. RXN SMILES: [CH2:27]1[O:28][CH2:29][CH2:30][CH2:31]1.[CH3:1][O:2][C:3](=[O:4])[c:5]1[n:6][c:7]([Br:22])[c:8]([C:18]([F:19])([F:20])[F:21])[cH:9][c:10]1-[n:11]1[c:12]([CH3:17])[cH:13][cH:14][c:15]1[CH3:16].[ClH:26].[Na+:24].[OH-:23].[OH2:25]>>[O:2]=[C:3]([OH:4])[c:5]1[n:6][c:7]([Br:22])[c:8]([C:18]([F:19])([F:20])[F:21])[cH:9][c:10]1-[n:11]1[c:12]([CH3:17])[cH:13][cH:14][c:15]1[CH3:16]. The reactants are CCO, Cl, COC(=O)Nc1ccc(F)c([N+](=O)[O-])c1, NCC1CCC(F)(F)CC1. Yields the product COC(=O)Nc1ccc(NCC2CCC(F)(F)CC2)c([N+](=O)[O-])c1. As a reaction SMILES: [CH3:27][CH2:28][OH:29].[ClH:1].[F:12][c:13]1[c:14]([N+:24](=[O:25])[O-:26])[cH:15][c:16]([NH:19][C:20]([O:21][CH3:22])=[O:23])[cH:17][cH:18]1.[F:2][C:3]1([F:11])[CH2:4][CH2:5][CH:6]([CH2:9][NH2:10])[CH2:7][CH2:8]1>>[F:2][C:3]1([F:11])[CH2:4][CH2:5][CH:6]([CH2:9][NH:10][c:13]2[c:14]([N+:24](=[O:25])[O-:26])[cH:15][c:16]([NH:19][C:20]([O:21][CH3:22])=[O:23])[cH:17][cH:18]2)[CH2:7][CH2:8]1. The product is O=[N+]([O-])c1cnc(-n2cnc3ccncc32)nc1NC1CCOc2c(F)cccc21. RXN SMILES: [C:32](=[O:33])([O-:34])[O-:35].[CH3:38][C:39]#[N:40].[CH3:41][CH2:42][O:43][C:44]([CH3:45])=[O:46].[Cl:1][c:2]1[n:3][cH:4][c:5]([N+:20](=[O:21])[O-:22])[c:6]([NH:8][CH:9]2[CH2:10][CH2:11][O:12][c:13]3[c:14]([F:19])[cH:15][cH:16][cH:17][c:18]32)[n:7]1.[K+:36].[K+:37].[n:23]1[cH:24][nH:25][c:26]2[cH:27][n:28][cH:29][cH:30][c:31]12>>[c:2]1(-[n:25]2[cH:24][n:23][c:31]3[c:26]2[cH:27][n:28][cH:29][cH:30]3)[n:3][cH:4][c:5]([N+:20](=[O:21])[O-:22])[c:6]([NH:8][CH:9]2[CH2:10][CH2:11][O:12][c:13]3[c:14]([F:19])[cH:15][cH:16][cH:17][c:18]32)[n:7]1. Reactants: O=C([O-])[O-], CC#N, CCOC(C)=O, O=[N+]([O-])c1cnc(Cl)nc1NC1CCOc2c(F)cccc21, [K+], [K+], c1cc2nc[nH]c2cn1. Starting materials: CN(C)C=O, C#CCOc1cc(-n2c(Cl)c(C#N)n(CCC)c2=O)c(F)cc1Cl. Yields the product C#CCOc1cc(-n2c(C#N)c(C#N)n(CCC)c2=O)c(F)cc1Cl. Reaction SMILES: [CH3:25][N:26]([CH3:27])[CH:28]=[O:29].[Cl:1][c:2]1[cH:3][c:4]([F:24])[c:5](-[n:12]2[c:13](=[O:23])[n:14]([CH2:20][CH2:21][CH3:22])[c:15]([C:18]#[N:19])[c:16]2[Cl:17])[cH:6][c:7]1[O:8][CH2:9][C:10]#[CH:11]>>[Cl:1][c:2]1[cH:3][c:4]([F:24])[c:5](-[n:12]2[c:13](=[O:23])[n:14]([CH2:20][CH2:21][CH3:22])[c:15]([C:18]#[N:19])[c:16]2[C:25]#[N:26])[cH:6][c:7]1[O:8][CH2:9][C:10]#[CH:11]. Starting materials: COC(C(CCCC1CC2=CC(=C(C=C2CC1)O)N1S(NC(C1)=O)(=O)=O)(C)C)=O (5-[6-Hydroxy-7-(1,1,4-trioxo-1,2,5-thiadiazolidin-2-yl)-1,2,3,4-tetrahydronaphthalen-2-yl]-2,2-dimethylpentanoic acid methyl ester), [OH-].[Na+] (NaOH). Solvent: C1CCOC1.CO.O (THF MeOH H2O). Run at temperature 80 celsius. Yields the product OC=1C=C2CCC(CC2=CC1N1S(NC(C1)=O)(=O)=O)CCCC(C(=O)O)(C)C (5-[6-Hydroxy-7-(1,1,4-trioxo-1,2,5-thiadiazolidin-2-yl)-1,2,3,4-tetrahydronaphthalen-2-yl]-2,2-dimethylpentanoic acid). As a reaction SMILES: C[O:2][C:3](=[O:29])[C:4]([CH3:28])([CH3:27])[CH2:5][CH2:6][CH2:7][CH:8]1[CH2:17][CH2:16][C:15]2[C:10](=[CH:11][C:12]([N:19]3[CH2:23][C:22](=[O:24])[NH:21][S:20]3(=[O:26])=[O:25])=[C:13]([OH:18])[CH:14]=2)[CH2:9]1.[OH-].[Na+]>C1COCC1.CO.O>[OH:18][C:13]1[CH:14]=[C:15]2[C:10](=[CH:11][C:12]=1[N:19]1[CH2:23][C:22](=[O:24])[NH:21][S:20]1(=[O:26])=[O:25])[CH2:9][CH:8]([CH2:7][CH2:6][CH2:5][C:4]([CH3:28])([CH3:27])[C:3]([OH:29])=[O:2])[CH2:17][CH2:16]2 |f:1.2,3.4.5|. Reported procedure: To a solution of 5-[6-Hydroxy-7-(1,1,4-trioxo-1,2,5-thiadiazolidin-2-yl)-1,2,3,4-tetrahydronaphthalen-2-yl]-2,2-dimethylpentanoic acid methyl ester (50 mg, 0.12 mmol) in THF/MeOH/H2O (3:3:1 v/v/v, 1 mL,) is added NaOH (50 mg) and it is heated at 80° C. in microwave for 10 min. The solution is concentrated, dissolved in H2O and neutralized with 1N HCl solution. It is then purified by RP-HPLC to give the title compound as a light yellow solid: 1H NMR(CD3OD) δ1.17 (s, 6H), 1.29-1.35 (m, 5H), 1.39-1... Reactants: Cl, COc1ccc(C=O)c(F)c1F, O, c1ccncc1. The product is O=Cc1ccc(O)c(F)c1F. Reaction SMILES: [ClH:13].[F:1][c:2]1[c:3]([CH:4]=[O:5])[cH:6][cH:7][c:8]([O:11][CH3:12])[c:9]1[F:10].[OH2:20].[n:14]1[cH:15][cH:16][cH:17][cH:18][cH:19]1>>[F:1][c:2]1[c:3]([CH:4]=[O:5])[cH:6][cH:7][c:8]([OH:11])[c:9]1[F:10].